Dataset: the Open Reaction Database (ORD), a public repository of structured organic reaction records. Task: describe an organic reaction: reactants, conditions, products, and yield Reactants: C(=O)(O)C1=COC2=C(C1=O)C=C(C(=C2)NS(=O)(=O)C)OC2=CC=CC=C2 (3-Carboxy-7-methylsulfonylamino-6-phenoxy-4H-1-benzopyran-4-one), NC1=NN=NN1 (5-aminotetrazole), C1(CCCCC1)N=C=NC1CCCCC1 (dicyclohexylcarbodiimide). The product is CS(=O)(=O)NC1=CC2=C(C(C(=CO2)C(=O)NC2=NN=NN2)=O)C=C1OC1=CC=CC=C1 (7-methylsulfonylamino-6-phenoxy-3-(1,2,3,4-tetrazol-5-yl-aminocarbonyl)-4H-1-benzopyran-4-one). Reaction SMILES: [C:1]([C:4]1[C:9](=[O:10])[C:8]2[CH:11]=[C:12]([O:20][C:21]3[CH:26]=[CH:25][CH:24]=[CH:23][CH:22]=3)[C:13]([NH:15][S:16]([CH3:19])(=[O:18])=[O:17])=[CH:14][C:7]=2[O:6][CH:5]=1)(O)=[O:2].[NH2:27][C:28]1[NH:32][N:31]=[N:30][N:29]=1.C1(N=C=NC2CCCCC2)CCCCC1>>[CH3:19][S:16]([NH:15][C:13]1[C:12]([O:20][C:21]2[CH:26]=[CH:25][CH:24]=[CH:23][CH:22]=2)=[CH:11][C:8]2[C:9](=[O:10])[C:4]([C:1]([NH:27][C:28]3[NH:32][N:31]=[N:30][N:29]=3)=[O:2])=[CH:5][O:6][C:7]=2[CH:14]=1)(=[O:18])=[O:17]. Procedure: 3-Carboxy-7-methylsulfonylamino-6-phenoxy-4H-1-benzopyran-4-one was reacted with 5-aminotetrazole in the presence of dicyclohexylcarbodiimide to obtain 7-methylsulfonylamino-6-phenoxy-3-(1,2,3,4-tetrazol-5-yl-aminocarbonyl)-4H-1-benzopyran-4-one. Starting materials: Cl.Cl.C1(=CC=CC=C1)CN1CCC(CC1)N1CCOCC1 (4-[1-(phenylmethyl)-4-piperidinyl]-morpholine-dihydrochloride), C([O-])([O-])=O.[K+].[K+] (potassium carbonate). Solvent: O (water), O (water), C(C)(C)(C)O (tert-butanol). Product: N1CCC(CC1)N1CCOCC1 (4-(4-piperidinyl)-morpholine). As a reaction SMILES: Cl.Cl.C1(C[N:10]2[CH2:15][CH2:14][CH:13]([N:16]3[CH2:21][CH2:20][O:19][CH2:18][CH2:17]3)[CH2:12][CH2:11]2)C=CC=CC=1.C(=O)([O-])[O-].[K+].[K+]>C(O)(C)(C)C.O>[NH:10]1[CH2:15][CH2:14][CH:13]([N:16]2[CH2:21][CH2:20][O:19][CH2:18][CH2:17]2)[CH2:12][CH2:11]1 |f:0.1.2,3.4.5|. Reported procedure: 10.00 kg (30.00 mol) 4-[1-(phenylmethyl)-4-piperidinyl]-morpholine-dihydrochloride (M) were suspended in 50.0 L tert-butanol and 10.0 L water and heated to 45° C. At 45° C. a solution of 10.37 kg (75.01 mol) potassium carbonate in 24.0 L water was metered in. Then the aqueous phase was separated off at 45° C. and 20.0 L solvent were distilled off in vacuo. The mixture was then hydrogenated at a pressure of 4 bar and an internal temperature of 60° C. until no further uptake of hydrogen could be d...